From a dataset of the Open Reaction Database (ORD), a public repository of structured organic reaction records. describe an organic reaction: reactants, conditions, products, and yield Starting materials: N(=[N+]=[N-])C1=C(C(N(C=C1)CC1=CC(=CC=C1)F)=O)Br (4-azido-3-bromo-1-(3-fluorobenzyl)pyridin-2(1H)-one), [NH4+].[Cl-] (NH4Cl). Reagents/catalysts: [Fe] (Fe). Solvent: O (H2O), C(C)(=O)OCC (ethyl acetate). Run at time 36 hour. Product: Cl.NC1=C(C(N(C=C1)CC1=CC(=CC=C1)F)=O)Br (4-amino-3-bromo-1-(3-fluorobenzyl)pyridin-2(1H)-one hydrochloride). RXN SMILES: [N:1]([C:4]1[CH:9]=[CH:8][N:7]([CH2:10][C:11]2[CH:16]=[CH:15][CH:14]=[C:13]([F:17])[CH:12]=2)[C:6](=[O:18])[C:5]=1[Br:19])=[N+]=[N-].[NH4+].[Cl-:21]>C(OCC)(=O)C.O.[Fe]>[ClH:21].[NH2:1][C:4]1[CH:9]=[CH:8][N:7]([CH2:10][C:11]2[CH:16]=[CH:15][CH:14]=[C:13]([F:17])[CH:12]=2)[C:6](=[O:18])[C:5]=1[Br:19] |f:1.2,6.7|. Procedure details: 4-azido-3-bromo-1-(3-fluorobenzyl)pyridin-2(1H)-one (from step 2) (4.00 g, 12.38 mmol) was suspended in ethyl acetate (300 mL) and Fe (2.07 g, 37.14 mmol) was added. A stock solution of NH4Cl in H2O (300 mL, 0.2 M) was added and the reaction mixture was stirred at room temperature for 36 hours. The reaction was filtered through a pad of Celite® and concentrated. The resulting solid was dissolved in ethyl acetate (150 mL) and washed with water (3×50 mL), brine (50 mL), dried over MgSO4, and conce... Reported procedure: Analogously to Example 7b), 7.69 g (22.8 mmol) of glycine-benzyl ester 4-toluenesulfonate and 2.8 g (19 mmol) of (morpholinocarbonyl)chloride in 118 ml of methylene chloride and 9 ml (53 mmol) of N-ethyldiisopropylamine are reacted for 18 h. The title compound is obtained in pure form after extraction with methylene chloride and digestion with hexane: tRet (I)=11.6 min. RXN SMILES: C1(C)C=CC(S(O)(=O)=O)=CC=1.[CH2:12]([O:19][C:20](=[O:23])[CH2:21][NH2:22])[C:13]1[CH:18]=[CH:17][CH:16]=[CH:15][CH:14]=1.[O:24]1[CH2:29][CH2:28][N:27]([C:30](Cl)=[O:31])[CH2:26][CH2:25]1.C(N(C(C)C)C(C)C)C>C(Cl)Cl>[CH2:12]([O:19][C:20](=[O:23])[CH2:21][NH:22][C:30]([N:27]1[CH2:28][CH2:29][O:24][CH2:25][CH2:26]1)=[O:31])[C:13]1[CH:18]=[CH:17][CH:16]=[CH:15][CH:14]=1 |f:0.1|. Run in C(Cl)Cl (methylene chloride). Reactants: C1(=CC=C(C=C1)S(=O)(=O)O)C.C(C1=CC=CC=C1)OC(CN)=O (glycine-benzyl ester 4-toluenesulfonate), O1CCN(CC1)C(=O)Cl ((morpholinocarbonyl)chloride), C(C)N(C(C)C)C(C)C (N-ethyldiisopropylamine). Yields the product C(C1=CC=CC=C1)OC(CNC(=O)N1CCOCC1)=O (N-Morpholinocarbonyl-glycine-benzyl ester). Reactants: CNC (dimethylamine), C(C)O (ethanol), FC1=CC=C(CNC(=O)C=2N=C3N(CC4CCC3(CC4)NCCO)C(C2O)=O)C=C1 (N-(4-fluorobenzyl)-3-hydroxy-10-((2-hydroxyethyl)amino)-4-oxo-4,6,7,8,9,10-hexahydro-7,10-ethanopyrimido[1,2-a]azepine-2-carboxamide), C(C)(C)N(CC)C(C)C (diisopropyl ethylamine), ClC(C(=O)OC)=O (Methyl 2-chloro-2-oxoacetate). The solvent is C(Cl)Cl (CH2Cl2). Conditions: time 5 hour. Product: FC1=CC=C(CNC(=O)C=2N=C3N(CC4CCC3(CC4)N(C(C(=O)N(C)C)=O)CCO)C(C2O)=O)C=C1 (N-(2-((4-Fluorobenzyl)carbamoyl)-3-hydroxy-4-oxo-6,7,8,9-tetrahydro-7,10-ethanopyrimido[1,2-a]azepin-10(4H)-yl)-N-(2-hydroxyethyl)-N′,N′-dimethylethanediamide). Yield: 52.0%. RXN SMILES: [F:1][C:2]1[CH:30]=[CH:29][C:5]([CH2:6][NH:7][C:8]([C:10]2[N:11]=[C:12]3[C:18]4([NH:21][CH2:22][CH2:23][OH:24])[CH2:19][CH2:20][CH:15]([CH2:16][CH2:17]4)[CH2:14][N:13]3[C:25](=[O:28])[C:26]=2[OH:27])=[O:9])=[CH:4][CH:3]=1.C([N:34]([CH:37](C)C)[CH2:35]C)(C)C.Cl[C:41](=O)[C:42](OC)=[O:43].CNC.C([OH:52])C>C(Cl)Cl>[F:1][C:2]1[CH:3]=[CH:4][C:5]([CH2:6][NH:7][C:8]([C:10]2[N:11]=[C:12]3[C:18]4([N:21]([CH2:41][CH2:42][OH:43])[C:22](=[O:52])[C:23]([N:34]([CH3:35])[CH3:37])=[O:24])[CH2:17][CH2:16][CH:15]([CH2:20][CH2:19]4)[CH2:14][N:13]3[C:25](=[O:28])[C:26]=2[OH:27])=[O:9])=[CH:29][CH:30]=1. Procedure: A solution of N-(4-fluorobenzyl)-3-hydroxy-10-((2-hydroxyethyl)amino)-4-oxo-4,6,7,8,9,10-hexahydro-7,10-ethanopyrimido[1,2-a]azepine-2-carboxamide (0.3358 g, 0.633 mmol) in CH2Cl2 (10 mL) with diisopropyl ethylamine (0.553 mL, 3.17 mmol) was cooled to 0° C. Methyl 2-chloro-2-oxoacetate (0.233 mL, 2.53 mmol) was added and the yellow solution stirred for 5 h, gradually warming to room temperature. The reaction was quenched with water and the organic phase was washed with 1N HCl, dried (Na2SO4), fi... Starting materials: N#N (N2), [H-].[Na+] (NaH), CS(=O)(=O)OCC(C(=O)NC1=CC(=CC=C1)NC1=NC(=NC=C1F)NC1=CC=C(C=C1)OCCOC)O (3-((3-((5-fluoro-2-((4-(2-methoxyethoxy)phenyl)amino)pyrimidin-4-yl)amino)phenyl)amino)-2-hydroxy-3-oxopropyl methanesulfonate), C1CCOC1 (THF). Run in C(C)(=O)OCC (ethyl acetate), O (water), CCCCCC.C(C)(=O)OCC (hexane ethyl acetate). Reaction conditions: temperature 0 celsius, time 45 minute. The product is FC=1C(=NC(=NC1)NC1=CC=C(C=C1)OCCOC)NC=1C=C(C=CC1)NC(=O)C1OC1 (N-(3-((5-fluoro-2-((4-(2-methoxyethoxy)phenyl)amino)pyrimidin-4-yl)amino)phenyl)oxirane-2-carboxamide). The yield is 44.7%. Reaction SMILES: N#N.CS(O[CH2:8][CH:9]([OH:39])[C:10]([NH:12][C:13]1[CH:18]=[CH:17][CH:16]=[C:15]([NH:19][C:20]2[C:25]([F:26])=[CH:24][N:23]=[C:22]([NH:27][C:28]3[CH:33]=[CH:32][C:31]([O:34][CH2:35][CH2:36][O:37][CH3:38])=[CH:30][CH:29]=3)[N:21]=2)[CH:14]=1)=[O:11])(=O)=O.C1COCC1.[H-].[Na+]>C(OCC)(=O)C.O.CCCCCC.C(OCC)(=O)C>[F:26][C:25]1[C:20]([NH:19][C:15]2[CH:14]=[C:13]([NH:12][C:10]([CH:9]3[CH2:8][O:39]3)=[O:11])[CH:18]=[CH:17][CH:16]=2)=[N:21][C:22]([NH:27][C:28]2[CH:29]=[CH:30][C:31]([O:34][CH2:35][CH2:36][O:37][CH3:38])=[CH:32][CH:33]=2)=[N:23][CH:24]=1 |f:3.4,7.8|. Procedure details: Into a 25 mL 3-neck RBF equipped with N2-bubbler and thermo pocket was charged 3-((3-((5-fluoro-2-((4-(2-methoxyethoxy)phenyl)amino)pyrimidin-4-yl)amino)phenyl)amino)-2-hydroxy-3-oxopropyl methanesulfonate (0.03 g) and THF (2.0 mL). The reaction mixture was cooled to 0° C. and NaH (2.2 mg) was added. The reaction mixture was warmed to room temperature and stirred for 45 min. Completion of reaction was monitored on TLC using hexane:ethyl acetate (2:8) as mobile phase. After completion of reaction... RXN SMILES: [ClH:1].[F:2][C:3]([c:4]1[cH:5][c:6]([N:14]([C:15](=[O:16])[N:17]([CH3:18])[CH:19]2[CH2:20][N:21]([C:31](=[O:32])[CH:33]3[CH2:34][CH2:35][NH:36][CH2:37][CH2:38]3)[CH2:22][CH:23]2[c:24]2[cH:25][cH:26][c:27]([F:30])[cH:28][cH:29]2)[CH3:39])[cH:7][c:8]([C:10]([F:11])([F:12])[F:13])[cH:9]1)([F:40])[F:41].[F:42][C:43]1([F:50])[CH2:44][CH:45]([C:47](=[O:48])[OH:49])[CH2:46]1>>[F:2][C:3]([c:4]1[cH:5][c:6]([N:14]([C:15](=[O:16])[N:17]([CH3:18])[CH:19]2[CH2:20][N:21]([C:31](=[O:32])[CH:33]3[CH2:34][CH2:35][N:36]([C:47]([CH:45]4[CH2:44][C:43]([F:42])([F:50])[CH2:46]4)=[O:48])[CH2:37][CH2:38]3)[CH2:22][CH:23]2[c:24]2[cH:25][cH:26][c:27]([F:30])[cH:28][cH:29]2)[CH3:39])[cH:7][c:8]([C:10]([F:11])([F:12])[F:13])[cH:9]1)([F:40])[F:41]. Yields the product CN(C(=O)N(C)C1CN(C(=O)C2CCN(C(=O)C3CC(F)(F)C3)CC2)CC1c1ccc(F)cc1)c1cc(C(F)(F)F)cc(C(F)(F)F)c1. Reactants: Cl, CN(C(=O)N(C)C1CN(C(=O)C2CCNCC2)CC1c1ccc(F)cc1)c1cc(C(F)(F)F)cc(C(F)(F)F)c1, O=C(O)C1CC(F)(F)C1.